This data is from the Open Reaction Database (ORD), a public repository of structured organic reaction records. The task is: describe an organic reaction: reactants, conditions, products, and yield The reactants are IC (iodomethane), product, CC1=C(OC2=C1C(=CC=C2)C=C)C(=O)NC2=CC=C(C=C2)C2=CC=C(C=C2)S(=O)(=O)N[C@@H](C(C)C)C(=O)OC (methyl N-[(4′-{[(3-methyl-4-vinyl-1-benzofuran-2-yl)carbonyl]amino}-1,1′-biphenyl-4-yl)sulfonyl]-L-valinate), C([O-])([O-])=O.[K+].[K+] (potassium carbonate). Solvent: CN(C)C=O (DMF). Run at time 8 hour. Product: CN([C@@H](C(C)C)C(=O)OC)S(=O)(=O)C1=CC=C(C=C1)C1=CC=C(C=C1)NC(=O)C=1OC2=C(C1C)C(=CC=C2)C=C (methyl N-methyl-N-[(4′-{[(3-methyl-4-vinyl-1-benzofuran-2-yl)carbonyl]amino}-1,1′-biphenyl-4-yl)sulfonyl]-L-valinate). Isolated yield 63.4%. As a reaction SMILES: [CH3:1][C:2]1[C:6]2[C:7]([CH:11]=[CH2:12])=[CH:8][CH:9]=[CH:10][C:5]=2[O:4][C:3]=1[C:13]([NH:15][C:16]1[CH:21]=[CH:20][C:19]([C:22]2[CH:27]=[CH:26][C:25]([S:28]([NH:31][C@H:32]([C:36]([O:38][CH3:39])=[O:37])[CH:33]([CH3:35])[CH3:34])(=[O:30])=[O:29])=[CH:24][CH:23]=2)=[CH:18][CH:17]=1)=[O:14].[C:40](=O)([O-])[O-].[K+].[K+].IC>CN(C=O)C>[CH3:40][N:31]([S:28]([C:25]1[CH:26]=[CH:27][C:22]([C:19]2[CH:18]=[CH:17][C:16]([NH:15][C:13]([C:3]3[O:4][C:5]4[CH:10]=[CH:9][CH:8]=[C:7]([CH:11]=[CH2:12])[C:6]=4[C:2]=3[CH3:1])=[O:14])=[CH:21][CH:20]=2)=[CH:23][CH:24]=1)(=[O:30])=[O:29])[C@H:32]([C:36]([O:38][CH3:39])=[O:37])[CH:33]([CH3:35])[CH3:34] |f:1.2.3|. Procedure: To a solution of 0.077 g (0.14 mmol) of the product of Example 96, Step 2, methyl N-[(4′-{[(3-methyl-4-vinyl-1-benzofuran-2-yl)carbonyl]amino}-1,1′-biphenyl-4-yl)sulfonyl]-L-valinate, in 1 mL of DMF, 0.05 g of potassium carbonate were added, followed by 0.018 mL of iodomethane. The reaction was stirred at room temperature overnight. The reaction mixture was concentrated in vacuo and the residue was extracted with dichloromethane. The organic layer was washed with water and brine, dried over Na2S... The reactants are NC1=CC=C2C(=CC(OC2=C1)=O)C (7-amino-4-methylcoumarin), anhydride, CN1CCOCC1 (N-methylmorpholine), ClC(=O)OCC(C)C (isobutyl chloroformate), NC1=CC=C2C(=CC(OC2=C1)=O)C (AMC), N([C@@H](CCC(N)=O)C(=O)O)C(=O)OC(C)(C)C (Boc-Gln-OH), N([C@@H](CCC(N)=O)C(=O)O)C(=O)OC(C)(C)C (Boc-Gln-OH). Solvent: CN(C)C=O (DMF). The product is anhydride, N([C@@H](CCC(N)=O)C(=O)O)C(=O)OC(C)(C)C (Boc-Gln-OH), N([C@@H](CCC(N)=O)C(=O)NC1=CC=C2C(=CC(OC2=C1)=O)C)C(=O)OC(C)(C)C (Boc-Gln-AMC). Reaction SMILES: [NH:1]([C:11]([O:13][C:14]([CH3:17])([CH3:16])[CH3:15])=[O:12])[C@H:2]([C:8]([OH:10])=[O:9])[CH2:3][CH2:4][C:5](=[O:7])[NH2:6].[NH2:18][C:19]1[CH:28]=[C:27]2[C:22]([C:23]([CH3:30])=[CH:24][C:25](=[O:29])[O:26]2)=[CH:21][CH:20]=1.CN1CCOCC1.ClC(OCC(C)C)=O>CN(C=O)C>[NH:1]([C:11]([O:13][C:14]([CH3:17])([CH3:16])[CH3:15])=[O:12])[C@H:2]([C:8]([OH:10])=[O:9])[CH2:3][CH2:4][C:5](=[O:7])[NH2:6].[NH:1]([C:11]([O:13][C:14]([CH3:17])([CH3:16])[CH3:15])=[O:12])[C@H:2]([C:8]([NH:18][C:19]1[CH:28]=[C:27]2[C:22]([C:23]([CH3:30])=[CH:24][C:25](=[O:29])[O:26]2)=[CH:21][CH:20]=1)=[O:10])[CH2:3][CH2:4][C:5](=[O:7])[NH2:6]. Procedure details: Boc-Gln-AMC was prepared by coupling anhydrous Boc-Gln-OH (7.03 g, 28.5 mmol) to 7-amino-4-methylcoumarin (AMC) by the mixed anhydride coupling procedure outlined above. First, a solution of a mixed anhydride of Boc-Gln-OH was prepared by reacting Boc-Gln-OH with an equivalent of N-methylmorpholine and an equivalent of isobutyl chloroformate, and the resulting solution was added to AMC (5.00 g, 28.5 mmol) dissolved in 30 mL DMF. After the resulting reaction was complete, the reaction mixture was...